Dataset: the Open Reaction Database (ORD), a public repository of structured organic reaction records. Task: describe an organic reaction: reactants, conditions, products, and yield The reactants are N1[C@H](CCCC1)COC1=CC=NC=2N(C3=C(C21)C=C(N=C3)C#N)COCC[Si](C)(C)C ((R)-4-(piperidin-2-ylmethoxy)-9-(2-trimethylsilanyl-ethoxymethyl)-9H-dipyrido[2,3-b;4′,3′-d]pyrrole-6-carbonitrile), C(C)=O (acetaldehyde), C(C)(=O)O[BH-](OC(C)=O)OC(C)=O.[Na+] (sodium triacetoxyborohydride). Solvent: C([O-])(O)=O.[Na+] (sodium bicarbonate), C(Cl)Cl (methylene chloride), C(Cl)Cl (methylene chloride). Conditions: time 5 minute. Product: C(C)N1[C@H](CCCC1)COC1=CC=NC=2N(C3=C(C21)C=C(N=C3)C#N)COCC[Si](C)(C)C ((R)-4-((1-ethylpiperidin-2-yl)methoxy)-9-(2-trimethylsilanyl-ethoxymethyl)-9H-dipyrido[2,3-b;4′,3′-d]pyrrole-6-carbonitrile). Reaction SMILES: [NH:1]1[CH2:6][CH2:5][CH2:4][CH2:3][C@@H:2]1[CH2:7][O:8][C:9]1[C:17]2[C:16]3[CH:18]=[C:19]([C:22]#[N:23])[N:20]=[CH:21][C:15]=3[N:14]([CH2:24][O:25][CH2:26][CH2:27][Si:28]([CH3:31])([CH3:30])[CH3:29])[C:13]=2[N:12]=[CH:11][CH:10]=1.[CH:32](=O)[CH3:33].C(O[BH-](OC(=O)C)OC(=O)C)(=O)C.[Na+]>C(Cl)Cl.C(=O)(O)[O-].[Na+]>[CH2:32]([N:1]1[CH2:6][CH2:5][CH2:4][CH2:3][C@@H:2]1[CH2:7][O:8][C:9]1[C:17]2[C:16]3[CH:18]=[C:19]([C:22]#[N:23])[N:20]=[CH:21][C:15]=3[N:14]([CH2:24][O:25][CH2:26][CH2:27][Si:28]([CH3:31])([CH3:30])[CH3:29])[C:13]=2[N:12]=[CH:11][CH:10]=1)[CH3:33] |f:2.3,5.6|. Procedure details: To a solution of (R)-4-(piperidin-2-ylmethoxy)-9-(2-trimethylsilanyl-ethoxymethyl)-9H-dipyrido[2,3-b;4′,3′-d]pyrrole-6-carbonitrile (96 mg, 0.22 mmol) in methylene chloride (1.4 mL) was added acetaldehyde (19 uL, 0.33 mmol) followed by sodium triacetoxyborohydride (70 mg, 0.33 mmol), and the reaction mixture was stirred at ambient temperature for 5 minutes. The mixture diluted with saturated aqueous sodium bicarbonate solution (50 mL) and methylene chloride (50 mL). The organic layer was separat... Reactants: NC1=NNC=C1 (3-aminopyrazole), O\C=C\1/C(NC2=CC=CC=C12)=O (Z-3-[(hydroxy)-methylene]-1,3-dihydro-indol-2-one), FC1=C2C(=NNC2=CC=C1)N (4-fluoro-1H-indazol-3-ylamine). The solvent is O1CCCC1 (tetrahydrofuran). The product is FC1=C2C(=NNC2=CC=C1)NC=C1C(NC2=CC=CC=C12)=O (3-[(4-Fluoro-1H-indazol-3-ylamino)-methylene]-1,3-dihydro-indol-2-one). RXN SMILES: NC1C=CNN=1.O/[CH:8]=[C:9]1\[C:10](=[O:18])[NH:11][C:12]2[C:17]\1=[CH:16][CH:15]=[CH:14][CH:13]=2.[F:19][C:20]1[CH:28]=[CH:27][CH:26]=[C:25]2[C:21]=1[C:22]([NH2:29])=[N:23][NH:24]2>O1CCCC1>[F:19][C:20]1[CH:28]=[CH:27][CH:26]=[C:25]2[C:21]=1[C:22]([NH:29][CH:8]=[C:9]1[C:17]3[C:12](=[CH:13][CH:14]=[CH:15][CH:16]=3)[NH:11][C:10]1=[O:18])=[N:23][NH:24]2. Reported procedure: The named compound is prepared by substituting 4-fluoro-1H-indazol-3-ylamine for 3-aminopyrazole in the reaction of Example 1. Specifically, E & Z-3-[(hydroxy)-methylene]-1,3-dihydro-indol-2-one (0.100 gms.) is reacted with 0.2186 gms. of 4-fluoro-1H-indazol-3-ylamine by refluxing in tetrahydrofuran (2.5 mL). Reactants: CS(C)=O, NCc1cccc(C(F)(F)F)c1, CC(C(=O)O)c1cccc2cnccc12, O=C(O)Cc1cccc2cnccc12. Yields the product CC(C(=O)NCc1cccc(C(F)(F)F)c1)c1cccc2cnccc12. RXN SMILES: [CH3:42][S:43]([CH3:44])=[O:45].[F:1][C:2]([c:3]1[cH:4][c:5]([CH2:6][NH2:7])[cH:8][cH:9][cH:10]1)([F:11])[F:12].[cH:13]1[n:14][cH:15][cH:16][c:17]2[c:18]([CH:23]([C:24](=[O:25])[OH:26])[CH3:27])[cH:19][cH:20][cH:21][c:22]12.[cH:28]1[c:29]2[c:30]([c:31]([CH2:32][C:33]([OH:34])=[O:35])[cH:36][cH:37][cH:38]2)[cH:39][cH:40][n:41]1>>[F:1][C:2]([c:3]1[cH:4][c:5]([CH2:6][NH:7][C:24]([CH:23]([c:18]2[c:17]3[cH:16][cH:15][n:14][cH:13][c:22]3[cH:21][cH:20][cH:19]2)[CH3:27])=[O:25])[cH:8][cH:9][cH:10]1)([F:11])[F:12]. Reactants: CC(C)(C)n1nc(-c2cc(Cl)nc(Cl)c2)[nH]c1=O, C#CCBr, Cc1ccccc1, CCOC(C)=O, [K+], [K+], O=C([O-])[O-], O. The product is C#CCn1c(-c2cc(Cl)nc(Cl)c2)nn(C(C)(C)C)c1=O. As a reaction SMILES: [C:1]([CH3:2])([CH3:3])([CH3:4])[n:5]1[n:6][c:7](-[c:11]2[cH:12][c:13]([Cl:18])[n:14][c:15]([Cl:17])[cH:16]2)[nH:8][c:9]1=[O:10].[CH2:26]([C:27]#[CH:28])[Br:29].[CH3:30][c:31]1[cH:32][cH:33][cH:34][cH:35][cH:36]1.[CH3:37][CH2:38][O:39][C:40](=[O:41])[CH3:42].[K+:20].[K+:21].[O-:22][C:23]([O-:24])=[O:25].[OH2:19]>>[C:1]([CH3:2])([CH3:3])([CH3:4])[n:5]1[n:6][c:7](-[c:11]2[cH:12][c:13]([Cl:18])[n:14][c:15]([Cl:17])[cH:16]2)[n:8]([CH2:28][C:27]#[CH:26])[c:9]1=[O:10]. The reactants are CS(=O)(=O)C1=CC=C(C=C1)/C(/C(=O)OCC)=C\C1CCOCC1 ((E)-ethyl 2-(4-methanesulfonylphenyl)-3-(tetrahydropyran-4-yl)acrylate), [OH-].[Na+] (NaOH). Procedure: LDA (24 mL of a 1.8M solution in n-C7H16-THF-PhEt, 43.3 mmol) was added dropwise to a stirred solution of DMPU (19 mL, 153.0 mmol) in anhydrous THF (100 mL) at −78° C. After 30 min, a solution of ethyl(4-methanesulfonylphenyl)acetate (Preparation 15, 5.00 g, 20.6 mmol) in anhydrous THF (42 mL) was added dropwise. The mixture was stirred further for 1 h, before being treated dropwise with a solution of tetrahydropyran-4-carboxaldehyde (2.36 g, 20.6 mmol) in anhydrous THF (25 mL). After being allo... Run in CO (MeOH). The product is CS(=O)(=O)C1=CC=C(C=C1)/C(/C(=O)O)=C\C1CCOCC1 ((E)-2-(4-Methanesulfonylphenyl)-3-(tetrahydropyran-4-yl)acrylic acid). Reaction SMILES: [CH3:1][S:2]([C:5]1[CH:10]=[CH:9][C:8](/[C:11](=[CH:17]\[CH:18]2[CH2:23][CH2:22][O:21][CH2:20][CH2:19]2)/[C:12]([O:14]CC)=[O:13])=[CH:7][CH:6]=1)(=[O:4])=[O:3].[OH-].[Na+]>CO>[CH3:1][S:2]([C:5]1[CH:6]=[CH:7][C:8](/[C:11](=[CH:17]\[CH:18]2[CH2:23][CH2:22][O:21][CH2:20][CH2:19]2)/[C:12]([OH:14])=[O:13])=[CH:9][CH:10]=1)(=[O:4])=[O:3] |f:1.2|. Starting materials: CC(C)(C)[Si](C)(C)OCCCCCO, O=C1c2ccccc2C(=O)N1CCCc1cccc(O)c1. The product is CC(C)(C)[Si](C)(C)OCCCCCOc1cccc(CCCN2C(=O)c3ccccc3C2=O)c1. RXN SMILES: [C:22]([CH3:23])([CH3:24])([CH3:25])[Si:26]([O:27][CH2:28][CH2:29][CH2:30][CH2:31][CH2:32][OH:33])([CH3:34])[CH3:35].[OH:1][c:2]1[cH:3][c:4]([CH2:8][CH2:9][CH2:10][N:11]2[C:12](=[O:21])[c:13]3[cH:14][cH:15][cH:16][cH:17][c:18]3[C:19]2=[O:20])[cH:5][cH:6][cH:7]1>>[O:1]([c:2]1[cH:3][c:4]([CH2:8][CH2:9][CH2:10][N:11]2[C:12](=[O:21])[c:13]3[cH:14][cH:15][cH:16][cH:17][c:18]3[C:19]2=[O:20])[cH:5][cH:6][cH:7]1)[CH2:32][CH2:31][CH2:30][CH2:29][CH2:28][O:27][Si:26]([C:22]([CH3:23])([CH3:24])[CH3:25])([CH3:34])[CH3:35]. The reactants are CC(C)(C)OC(=O)N1CCCN(Cc2ccc(OCCCN3CCCCC3)cc2)CC1, ClCCl, O=C(O)C(F)(F)F. The product is c1cc(OCCCN2CCCCC2)ccc1CN1CCCNCC1. Reaction SMILES: [C:1]([O:2][C:3](=[O:4])[N:8]1[CH2:9][CH2:10][N:11]([CH2:15][c:16]2[cH:17][cH:18][c:19]([O:22][CH2:23][CH2:24][CH2:25][N:26]3[CH2:27][CH2:28][CH2:29][CH2:30][CH2:31]3)[cH:20][cH:21]2)[CH2:12][CH2:13][CH2:14]1)([CH3:5])([CH3:6])[CH3:7].[Cl:39][CH2:40][Cl:41].[OH:32][C:33]([C:34]([F:35])([F:36])[F:37])=[O:38]>>[NH:8]1[CH2:9][CH2:10][N:11]([CH2:15][c:16]2[cH:17][cH:18][c:19]([O:22][CH2:23][CH2:24][CH2:25][N:26]3[CH2:27][CH2:28][CH2:29][CH2:30][CH2:31]3)[cH:20][cH:21]2)[CH2:12][CH2:13][CH2:14]1. Reactants: Cl, COc1ccccc1-c1cccc2c1OC(CN=[N+]=[N-])C2. Reaction SMILES: [ClH:22].[N:1](=[N+:2]=[N-:3])[CH2:4][CH:5]1[O:6][c:7]2[c:8]([cH:10][cH:11][cH:12][c:13]2-[c:14]2[c:15]([O:20][CH3:21])[cH:16][cH:17][cH:18][cH:19]2)[CH2:9]1>>[NH2:1][CH2:4][CH:5]1[O:6][c:7]2[c:8]([cH:10][cH:11][cH:12][c:13]2-[c:14]2[c:15]([O:20][CH3:21])[cH:16][cH:17][cH:18][cH:19]2)[CH2:9]1. The product is COc1ccccc1-c1cccc2c1OC(CN)C2. The reactants are SCCS, CC(=O)O, ClCCl, O=C(c1ccccc1)c1ccc2occc2c1. Yields the product c1ccc(C2(c3ccc4occc4c3)SCCS2)cc1. RXN SMILES: [CH2:22]([CH2:23][SH:24])[SH:25].[CH3:18][C:19](=[O:20])[OH:21].[Cl:26][CH2:27][Cl:28].[o:1]1[cH:2][cH:3][c:4]2[c:5]1[cH:6][cH:7][c:8]([C:10](=[O:11])[c:12]1[cH:13][cH:14][cH:15][cH:16][cH:17]1)[cH:9]2>>[o:1]1[cH:2][cH:3][c:4]2[c:5]1[cH:6][cH:7][c:8]([C:10]1([c:12]3[cH:13][cH:14][cH:15][cH:16][cH:17]3)[S:24][CH2:23][CH2:22][S:25]1)[cH:9]2. Starting materials: [H-].[Na+] (Sodium hydride), C(C[C@@H](C)O)O (1,3-(R)-butanediol), ClC1=CC=C(C#N)C=C1 (4-chlorobenzonitrile), O (water), [H-].[Na+] (sodium hydride). Solvent: CN(C)C=O (DMF). Run at time 2 hour. Product: C[C@H](CCOC1=CC=C(C#N)C=C1)OC1=CC=C(C#N)C=C1 (4,4'-((R)-1-methylpropanedioxy)bisbenzonitrile). Isolated yield 81.4%. As a reaction SMILES: [H-].[Na+].[CH2:3]([OH:8])[CH2:4][C@H:5]([OH:7])[CH3:6].Cl[C:10]1[CH:17]=[CH:16][C:13]([C:14]#[N:15])=[CH:12][CH:11]=1.O>CN(C=O)C>[CH3:6][C@@H:5]([O:7][C:10]1[CH:17]=[CH:16][C:13]([C:14]#[N:15])=[CH:12][CH:11]=1)[CH2:4][CH2:3][O:8][C:10]1[CH:17]=[CH:16][C:13]([C:14]#[N:15])=[CH:12][CH:11]=1 |f:0.1|. Procedure: Sodium hydride (3.18 g, 133 mmol) was dispersed in 100 ml DMF and added with 1,3-(R)-butanediol (5.03 g, 55.8 mmol) while being cooled with ice. The mixture after being cooled with ice for another one hour was stirred at room temperature for 2 hours and then added with 4-chlorobenzonitrile (16.8 g, 122 mmol) at room temperature, followed by being reacted for 20 hours. After completion of the reaction, the reaction mixture was carefully added with 5 ml water to inactivate excess sodium hydride, f...